From a dataset of the Open Reaction Database (ORD), a public repository of structured organic reaction records. describe an organic reaction: reactants, conditions, products, and yield Starting materials: NC=1C=CC(=NC1)N1CCN(CC1)C(=O)OCC(=O)NC (2-(methylamino)-2-oxoethyl 4-(5-amino-2-pyridyl)-1-piperazinecarboxylate), C([O-])(O)=O.[Na+] (sodium bicarbonate), N(=O)[O-].[Na+] (sodium nitrite), [I-].[K+] (potassium iodide). Run in O (water), S(O)(O)(=O)=O (sulfuric acid). Run at temperature 85 celsius. Yields the product IC=1C=CC(=NC1)N1CCN(CC1)C(=O)OCC(=O)NC (2-(methylamino)-2-oxoethyl 4-(5-iodo-2-pyridyl)-1-piperazinecarboxylate). Isolated yield 57.7%. RXN SMILES: N([O-])=O.[Na+].N[C:6]1[CH:7]=[CH:8][C:9]([N:12]2[CH2:17][CH2:16][N:15]([C:18]([O:20][CH2:21][C:22]([NH:24][CH3:25])=[O:23])=[O:19])[CH2:14][CH2:13]2)=[N:10][CH:11]=1.[I-:26].[K+].C(=O)(O)[O-].[Na+]>O.S(=O)(=O)(O)O>[I:26][C:6]1[CH:7]=[CH:8][C:9]([N:12]2[CH2:17][CH2:16][N:15]([C:18]([O:20][CH2:21][C:22]([NH:24][CH3:25])=[O:23])=[O:19])[CH2:14][CH2:13]2)=[N:10][CH:11]=1 |f:0.1,3.4,5.6|. Reported procedure: A solution of 0.16 g (2.2 mmol) of sodium nitrite dissolved in 3.5 ml of water is slowly added to a solution, cooled to 0° C., of 0.47 g (1.5 mmol) of 2-(methylamino)-2-oxoethyl 4-(5-amino-2-pyridyl)-1-piperazinecarboxylate, prepared in step 5.4, in 15 ml of aqueous sulfuric acid solution (0.33N). Stirring is continued at about 0° C. for half an hour, and 0.83 g (5 mmol) of potassium iodide is slowly added. Stirring is continued at this temperature for half an hour and the reaction mixture is th...